From a dataset of the Open Reaction Database (ORD), a public repository of structured organic reaction records. describe an organic reaction: reactants, conditions, products, and yield The reactants are COC1=CC2=C(CC3CCCCC2(C3=O)C)C=C1 (6,7,8,9,10,11-hexahydro-3-methoxy-5-methyl-5,10-methano-5H-benzocyclononen-12-one), CC1(C(CCC2=CC=CC=C12)=O)CCCCCBr (1-methyl-1-(5-bromopentyl)-2-tetralone), [H-].[Na+] (sodium hydride). Solvent: CN(C=O)C (dimethylformamide). Product: CC12CCCCCC(CC3=C1C=CC=C3)C2=O (5-Methyl-5,6,7,8,9,10,11,12-Octahydro-5,11-Methano-Benzocyclodecen-13-One). Isolated yield 40.4%. Reaction SMILES: COC1C=CC2CC3C(=O)C(C)(C=2C=1)CCCC3.[CH3:19][C:20]1([CH2:31][CH2:32][CH2:33][CH2:34][CH2:35]Br)[C:29]2[C:24](=[CH:25][CH:26]=[CH:27][CH:28]=2)[CH2:23][CH2:22][C:21]1=[O:30].[H-].[Na+]>CN(C)C=O>[CH3:19][C:20]12[C:21](=[O:30])[CH:22]([CH2:23][C:24]3[CH:25]=[CH:26][CH:27]=[CH:28][C:29]=31)[CH2:35][CH2:34][CH2:33][CH2:32][CH2:31]2 |f:2.3|. Procedure details: Using a procedure analogous to that described in Example X for the preparation of 6,7,8,9,10,11-hexahydro-3-methoxy-5-methyl-5,10-methano-5H-benzocyclononen-12-one there is prepared from 1-methyl-1-(5-bromopentyl)-2-tetralone (19.8 g., 0.0675 mole) and sodium hydride (3.57 g., 0.081 mole, of a 54.5% dispersion in mineral oil) in dimethylformamide (250 ml.); 6.2 g. (40.4%) of the title product, b.p. 126° to 135° C. (0.3 mm.). The reactants are O (water), FC(C=1C=C(CNC2=NC=C(C=N2)Br)C=C(C1)C(F)(F)F)(F)F ((3,5-Bis-trifluoromethyl-benzyl)-(5-bromo-pyrimidin-2-yl)-amine), BrCC1=C(C=CC(=C1)C(F)(F)F)F (2-bromomethyl-1-fluoro-4-trifluoromethyl-benzene), [H-].[Na+] (sodium hydride). Solvent: C(C)(=O)OCC (ethyl acetate), CN(C=O)C (N,N-dimethylformamide). Reaction conditions: time 15 minute. Product: FC(C=1C=C(CN(CC2=C(C=CC(=C2)C(F)(F)F)F)C2=NC=C(C=N2)Br)C=C(C1)C(F)(F)F)(F)F ((3,5-bis-trifluoromethyl-benzyl)-(5-bromo-pyrimidin-2-yl)-(2-fluoro-5-trifluoromethyl-benzyl)-amine). Isolated yield 99.0%. As a reaction SMILES: [F:1][C:2]([F:23])([F:22])[C:3]1[CH:4]=[C:5]([CH:15]=[C:16]([C:18]([F:21])([F:20])[F:19])[CH:17]=1)[CH2:6][NH:7][C:8]1[N:13]=[CH:12][C:11]([Br:14])=[CH:10][N:9]=1.[H-].[Na+].Br[CH2:27][C:28]1[CH:33]=[C:32]([C:34]([F:37])([F:36])[F:35])[CH:31]=[CH:30][C:29]=1[F:38].O>CN(C)C=O.C(OCC)(=O)C>[F:23][C:2]([F:1])([F:22])[C:3]1[CH:4]=[C:5]([CH:15]=[C:16]([C:18]([F:21])([F:20])[F:19])[CH:17]=1)[CH2:6][N:7]([C:8]1[N:13]=[CH:12][C:11]([Br:14])=[CH:10][N:9]=1)[CH2:27][C:28]1[CH:33]=[C:32]([C:34]([F:35])([F:37])[F:36])[CH:31]=[CH:30][C:29]=1[F:38] |f:1.2|. Procedure: (3,5-Bis-trifluoromethyl-benzyl)-(5-bromo-pyrimidin-2-yl)-amine (8.55 g) is dissolved in N,N-dimethylformamide (20 ml), and thereto is added sodium hydride (60%) (855 mg) under ice-cooling, and the mixture is stirred for 15 minutes. To the reaction solution are added 2-bromomethyl-1-fluoro-4-trifluoromethyl-benzene (5 g), and the mixture is stirred at room temperature overnight. To the reaction solution are added water and ethyl acetate, and the mixture is separated, and the organic layer is was... The yield is 69.6%. Conditions: temperature 0 celsius, time 8 hour. Run in C(Cl)Cl (CH2Cl2). Reported procedure: A mixture of 1,3-dimethylbarbituric acid (5.00 g, 32.05 mmol), 1-adamantanecarboxylic acid (8.65 g, 48.03 mmol), 4-dimethylaminopyridine (1.95 g, 16.01 mmol) in dry CH2Cl2 (30 ml) was cooled to 0° C. and 1,3-dicyclohexylcarbodiimide (7.26 g, 35.22 mmol) added. The reaction mixture was stirred at room temperature overnight and filtered. The solid was washed with CH2Cl2 (150 ml) and the combined solution was washed with 2 N HCl solution (40 ml). The organic phase was dried over MgSO4 and evaporate... Reactants: CN1C(=O)N(C(=O)CC1=O)C (1,3-dimethylbarbituric acid), C12(CC3CC(CC(C1)C3)C2)C(=O)O (1-adamantanecarboxylic acid), C1(CCCCC1)N=C=NC1CCCCC1 (1,3-dicyclohexylcarbodiimide). RXN SMILES: [CH3:1][N:2]1[C:9](=[O:10])[CH2:8][C:6](=[O:7])[N:5]([CH3:11])[C:3]1=[O:4].[C:12]12([C:22](O)=[O:23])[CH2:21][CH:16]3[CH2:17][CH:18]([CH2:20][CH:14]([CH2:15]3)[CH2:13]1)[CH2:19]2.C1(N=C=NC2CCCCC2)CCCCC1>CN(C)C1C=CN=CC=1.C(Cl)Cl>[C:12]12([C:22]([CH:8]3[C:9](=[O:10])[N:2]([CH3:1])[C:3](=[O:4])[N:5]([CH3:11])[C:6]3=[O:7])=[O:23])[CH2:19][CH:18]3[CH2:17][CH:16]([CH2:15][CH:14]([CH2:20]3)[CH2:13]1)[CH2:21]2. The product is C12(CC3CC(CC(C1)C3)C2)C(=O)C2C(N(C(N(C2=O)C)=O)C)=O (5-(1-Adamantanecarbonyl)-1,3-Dimethyl-2,4,6(1H,3H,5H)-Pyrimidinetrione). Reagents/catalysts: CN(C1=CC=NC=C1)C (4-dimethylaminopyridine). Reactants: NC(C(O)C1=CC=C(C=C1)F)CC1=CC(=CC=C1)OC(C(F)F)(F)F ((1RS,2SR)-2-amino-1-(4-fluorophenyl)-3-[3-(1,1,2,2-tetrafluoroethoxy)phenyl]propan-1-ol), C(C)C(CC1(CCCCC1)C(=O)O)CC (1-(2-ethylbutyl)cyclohexanecarboxylic acid), 4-N,N-dimethylaminopyridine, O.ON1N=NC2=C1C=CC=C2 (1-hydroxybenzotriazole hydrate), Cl.C(C)N=C=NCCCN(C)C (1-ethyl-3-(3-dimethylaminopropyl)carbodiimide hydrochloride). Solvent: C(C)#N (acetonitrile), C(C)(=O)OCC (ethyl acetate). Reaction conditions: temperature 80 celsius, time 1 day. The product is C(C)C(CC1(CCCCC1)C(=O)NC(C(O)C1=CC=C(C=C1)F)CC1=CC(=CC=C1)OC(C(F)F)(F)F)CC (1-(2-ethylbutyl)-N-[(1RS,2SR)-2-(4-fluorophenyl)-2-hydroxy-1-[3-(1,1,2,2-tetrafluoroethoxy)benzyl]ethyl]cyclohexanecarboxamide). Reaction SMILES: [NH2:1][CH:2]([CH2:12][C:13]1[CH:18]=[CH:17][CH:16]=[C:15]([O:19][C:20]([F:25])([F:24])[CH:21]([F:23])[F:22])[CH:14]=1)[CH:3]([C:5]1[CH:10]=[CH:9][C:8]([F:11])=[CH:7][CH:6]=1)[OH:4].[CH2:26]([CH:28]([CH2:39][CH3:40])[CH2:29][C:30]1([C:36](O)=[O:37])[CH2:35][CH2:34][CH2:33][CH2:32][CH2:31]1)[CH3:27].O.ON1C2C=CC=CC=2N=N1.Cl.C(N=C=NCCCN(C)C)C>C(#N)C.C(OCC)(=O)C>[CH2:39]([CH:28]([CH2:26][CH3:27])[CH2:29][C:30]1([C:36]([NH:1][CH:2]([CH2:12][C:13]2[CH:18]=[CH:17][CH:16]=[C:15]([O:19][C:20]([F:25])([F:24])[CH:21]([F:23])[F:22])[CH:14]=2)[CH:3]([C:5]2[CH:10]=[CH:9][C:8]([F:11])=[CH:7][CH:6]=2)[OH:4])=[O:37])[CH2:35][CH2:34][CH2:33][CH2:32][CH2:31]1)[CH3:40] |f:2.3,4.5|. Procedure: While stirring (1RS,2SR)-2-amino-1-(4-fluorophenyl)-3-[3-(1,1,2,2-tetrafluoroethoxy)phenyl]propan-1-ol (0.335 g, 0.927 mmol), 1-(2-ethylbutyl)cyclohexanecarboxylic acid (0.22 g, 1.02 mmol), 4-N,N-dimethylaminopyridine (0.11 g, 0.93 mmol) and 1-hydroxybenzotriazole hydrate (0.14 g, 0.93 mmol) in acetonitrile (10 ml), 1-ethyl-3-(3-dimethylaminopropyl)carbodiimide hydrochloride (0.18 g, 0.93 mmol) was added, and the mixture was stirred at 80° C. for 1 day. The reaction solution was diluted with eth... The reactants are [Cl-].[Al+3].[Cl-].[Cl-] (aluminium chloride), Cl (hydrochloric acid), OCNC(CC(C1=CC=CC=C1)C1=CC=CC=C1)=O (N-hydroxymethyl-3,3-diphenyl-propionamide), [N+](=O)([O-])C1=CC=CC=C1 (nitrobenzene). Solvent: O (water). Reaction conditions: temperature 100 celsius, time 6 hour. The product is C1(=CC=CC=C1)C1CC(NCC2=C1C=CC=C2)=O (5-phenyl-1,2,4,5-tetrahydro-3H-2-benzazepin-3-one). The yield is 34.0%. RXN SMILES: [Cl-].[Al+3].[Cl-].[Cl-].O[CH2:6][NH:7][C:8](=[O:23])[CH2:9][CH:10]([C:17]1[CH:22]=[CH:21][CH:20]=[CH:19][CH:18]=1)[C:11]1[CH:16]=[CH:15][CH:14]=[CH:13][CH:12]=1.[N+](C1C=CC=CC=1)([O-])=O.Cl>O>[C:11]1([CH:10]2[C:17]3[CH:22]=[CH:21][CH:20]=[CH:19][C:18]=3[CH2:6][NH:7][C:8](=[O:23])[CH2:9]2)[CH:16]=[CH:15][CH:14]=[CH:13][CH:12]=1 |f:0.1.2.3|. Procedure: 8.7 g. (0.065 moles) of aluminium chloride are added to a solution of 7.7 g. (0.030 moles) of N-hydroxymethyl-3,3-diphenyl-propionamide in 300 ml. of nitrobenzene. The reaction mixture is heated, with stirring, at 100° C. for 6 hours and then cooled and poured into 1 liter water containing 5 ml. of concentrated hydrochloric acid. The nitrobenzene is removed by steam distillation and the residue is extracted with chloroform. The organic phase is dried over anhydrous sodium sulfate and then evapor...